This data is from the Open Reaction Database (ORD), a public repository of structured organic reaction records. The task is: describe an organic reaction: reactants, conditions, products, and yield Reactants: CCN(CC)CCOc1ccc([N+](=O)[O-])cc1Br, CO, CCOC(C)=O, ClCCl. The product is CCN(CC)CCOc1ccc(N)cc1Br. RXN SMILES: [Br:1][c:2]1[c:3]([O:4][CH2:5][CH2:6][N:7]([CH2:8][CH3:9])[CH2:10][CH3:11])[cH:12][cH:13][c:14]([N+:16]([O-:17])=[O:18])[cH:15]1.[CH3:19][OH:20].[CH3:24][CH2:25][O:26][C:27](=[O:28])[CH3:29].[Cl:21][CH2:22][Cl:23]>>[Br:1][c:2]1[c:3]([O:4][CH2:5][CH2:6][N:7]([CH2:8][CH3:9])[CH2:10][CH3:11])[cH:12][cH:13][c:14]([NH2:16])[cH:15]1. The reactants are C(C)(C)(C)OC(=O)N1[C@H](C[C@H](C1)OS(=O)(=O)C)CO ((2R,4R)-1-t-Butoxycarbonyl-4-methanesulfonyloxypyrrolidine-2-methanol), C(C)(=S)[O-].[K+] (potassium thioacetate). Run in CN(C=O)C (dimethylformamide), C(C)(=O)OCC (ethyl acetate), ice water. The product is C(C)(=O)S[C@H]1C[C@@H](N(C1)C(=O)OC(C)(C)C)CO ((2R,4S)-4-acetylthio-1-t-butoxycarbonylpyrrolidine-2-methanol). Reaction SMILES: [C:1]([O:5][C:6]([N:8]1[CH2:12][C@H:11](OS(C)(=O)=O)[CH2:10][C@@H:9]1[CH2:18][OH:19])=[O:7])([CH3:4])([CH3:3])[CH3:2].[C:20]([O-:23])(=[S:22])[CH3:21].[K+]>CN(C)C=O.C(OCC)(=O)C>[C:20]([S:22][C@@H:11]1[CH2:12][N:8]([C:6]([O:5][C:1]([CH3:2])([CH3:3])[CH3:4])=[O:7])[C@@H:9]([CH2:18][OH:19])[CH2:10]1)(=[O:23])[CH3:21] |f:1.2|. Reported procedure: (2R,4R)-1-t-Butoxycarbonyl-4-methanesulfonyloxypyrrolidine-2-methanol (i.e., a substrate) and potassium thioacetate (KSAc) are dissolved in dimethylformamide (DMF), and the mixture is stirred. The conditions for this reaction are shown in Table 1, Step A-5. The reaction mixture is diluted with ethyl acetate, and ice water is added. The organic layer is taken, successively washed with aqueous sodium hydroxide, hydrochloric acid, water and saturated brine, dried over magnesium sulfate, and concent...